Dataset: the Open Reaction Database (ORD), a public repository of structured organic reaction records. Task: describe an organic reaction: reactants, conditions, products, and yield The reactants are CN, CCO, Cl, NC1=NC=C(c2ccccc2)c2cc(Cl)ccc2C1. Product: CNC1=NC=C(c2ccccc2)c2cc(Cl)ccc2C1. As a reaction SMILES: [CH3:21][NH2:22].[CH3:23][CH2:24][OH:25].[ClH:1].[NH2:2][C:3]1=[N:4][CH:5]=[C:6]([c:15]2[cH:16][cH:17][cH:18][cH:19][cH:20]2)[c:7]2[c:8]([cH:10][cH:11][c:12]([Cl:14])[cH:13]2)[CH2:9]1>>[NH:2]([C:3]1=[N:4][CH:5]=[C:6]([c:15]2[cH:16][cH:17][cH:18][cH:19][cH:20]2)[c:7]2[c:8]([cH:10][cH:11][c:12]([Cl:14])[cH:13]2)[CH2:9]1)[CH3:21]. Starting materials: Cl (hydrochloric acid), OC1=C(C=CC=C1OC)NC(=O)C1=C(SC(=C1)C)Br (N-(2-hydroxy-3-methoxyphenyl)-2-bromo-5-methyl-3-thiophenecarboxamide), C[O-].[Na+] (sodium methoxide), O (water). Procedure details: A solution of N-(2-hydroxy-3-methoxyphenyl)-2-bromo-5-methyl-3-thiophenecarboxamide (2.30 g) and sodium methoxide (549 mg) in N,N-dimethylformamide (12 ml) was stirred under reflux with heating for 19 hours. The reaction system was cooled to room temperature, and the reaction mixture was poured into water (50 ml). The mixture was neutralized with hydrochloric acid, extracted twice with chloroform and washed with water. The organic layer was dried over sodium sulfate and the solvent was evaporate... Yield: 106.5%. Yields the product CC1=CC2=C(OC3=C(NC2=O)C=CC=C3OC)S1 (2-methyl-9-methoxythieno[2,3-b][1,5]benzoxazepin-4(5H)-one). As a reaction SMILES: [OH:1][C:2]1[C:7]([O:8][CH3:9])=[CH:6][CH:5]=[CH:4][C:3]=1[NH:10][C:11]([C:13]1[CH:17]=[C:16]([CH3:18])[S:15][C:14]=1Br)=[O:12].C[O-].[Na+].O.Cl>CN(C)C=O>[CH3:18][C:16]1[S:15][C:14]2[O:1][C:2]3[C:7]([O:8][CH3:9])=[CH:6][CH:5]=[CH:4][C:3]=3[NH:10][C:11](=[O:12])[C:13]=2[CH:17]=1 |f:1.2|. The solvent is CN(C=O)C (N,N-dimethylformamide).